Dataset: the Open Reaction Database (ORD), a public repository of structured organic reaction records. Task: describe an organic reaction: reactants, conditions, products, and yield Reactants: C(#N)C1=C(C=CC=C1)S(=O)(=O)OC=1C=C(OCCCON)C=C(C1)C (3-[3-(2-cyanophenylsulfonyloxy)-5-methylphenoxy]propoxyamine), Cl.N1N=C(C=C1)C(=N)N (1H-pyrazole-carboxamidine hydrochloride). The solvent is CN(C=O)C (N,N-dimethylformamide). Reaction conditions: time 2 day. Yields the product Cl.C(#N)C1=C(C=CC=C1)S(=O)(=O)OC=1C=C(OCCCONC(=N)N)C=C(C1)C (3-[3-(2-Cyanophenylsulfonyloxy)-5-methylphenoxy]propoxyguanidine hydrochloride). Yield: 77.1%. Reaction SMILES: [C:1]([C:3]1[CH:8]=[CH:7][CH:6]=[CH:5][C:4]=1[S:9]([O:12][C:13]1[CH:14]=[C:15]([CH:22]=[C:23]([CH3:25])[CH:24]=1)[O:16][CH2:17][CH2:18][CH2:19][O:20][NH2:21])(=[O:11])=[O:10])#[N:2].[ClH:26].N1C=CC([C:32]([NH2:34])=[NH:33])=N1>CN(C)C=O>[ClH:26].[C:1]([C:3]1[CH:8]=[CH:7][CH:6]=[CH:5][C:4]=1[S:9]([O:12][C:13]1[CH:14]=[C:15]([CH:22]=[C:23]([CH3:25])[CH:24]=1)[O:16][CH2:17][CH2:18][CH2:19][O:20][NH:21][C:32]([NH2:34])=[NH:33])(=[O:11])=[O:10])#[N:2] |f:1.2,4.5|. Procedure details: To a solution of 3-[3-(2-cyanophenylsulfonyloxy)-5-methylphenoxy]propoxyamine (362 mg, 1.0 mmol), as prepared in the preceding step, in N,N-dimethylformamide (10 mL) was added 1H-pyrazole-carboxamidine hydrochloride (590 mg, 4.0 mmol). The reaction mixture was stirred at ambient temperature for two days. N,N-Dimethylformamide was removed under high vacuum. Acetonitrile (10 mL) was added, the solid was removed by filtration, the filtrate was concentrated in vacuo, and the residue was dried under ...